Dataset: the Open Reaction Database (ORD), a public repository of structured organic reaction records. Task: describe an organic reaction: reactants, conditions, products, and yield Starting materials: O=C(C(=O)OCC)C(=O)OCC (diethyl ketomalonate), FC=1C=C(C=CC1C)N1C2=C(N=C(C1=O)C(=O)O)C=CC=N2 (4-(3-fluoro-4-methylphenyl)-3-oxo-3,4-dihydropyrido[2,3-b]pyrazine-2-carboxylic acid), CC1=CC=CC(=N1)NC=1C(=CC=CC1)N (N-(6-methylpyridine-2-yl)benzene-1,2-diamine). The solvent is C1(=CC=CC=C1)C (toluene). Product: CC1=CC=CC(=N1)N1C(C(=NC2=CC=CC=C12)C(=O)OCC)=O (ethyl 1-(6-methylpyridine-2-yl)-2-oxo-1,2-dihydroquinoxaline-3-carboxylate). The yield is 87.9%. RXN SMILES: [CH3:1][C:2]1[N:7]=[C:6]([NH:8][C:9]2[C:10]([NH2:15])=[CH:11][CH:12]=[CH:13][CH:14]=2)[CH:5]=[CH:4][CH:3]=1.O=[C:17]([C:23](OCC)=[O:24])[C:18]([O:20][CH2:21][CH3:22])=[O:19].FC1C=C(N2C(=O)C(C(O)=O)=NC3C=CC=NC2=3)C=CC=1C>C1(C)C=CC=CC=1>[CH3:1][C:2]1[N:7]=[C:6]([N:8]2[C:9]3[C:10](=[CH:11][CH:12]=[CH:13][CH:14]=3)[N:15]=[C:17]([C:18]([O:20][CH2:21][CH3:22])=[O:19])[C:23]2=[O:24])[CH:5]=[CH:4][CH:3]=1. Reported procedure: 19.8 g (0.1 mol) of N-(6-methylpyridine-2-yl)benzene-1,2-diamine was dissolved in toluene (100 ml), and 19.0 g (0.11 mol) of diethyl ketomalonate and 57.1 g of 4 A molecular sieve were added thereto. The solution was heated to reflux for 3 hours while removing water using a Dean-Stark apparatus. Reaction mixture was filtered, and the filtrate was concentrated under reduced pressure to obtain 27.2 g (yield: 89%) of ethyl 1-(6-methylpyridine-2-yl)-2-oxo-1,2-dihydroquinoxaline-3-carboxylate. Starting materials: C(C)(=O)O (Acetic acid), O (water), C([O-])([O-])=O.[Na+].[Na+] (Sodium carbonate), BrC1=NC2=C(N1[C@@H]1[C@@H](OC(C)=O)[C@@H](OC(C)=O)[C@@H](O1)COC(C)=O)C=C(C(=C2)Cl)Cl (2-bromo-5,6-dichloro-1-(2,3,5-tri-O- acetyl-beta-L-ribofuranosyl)-1H-benzimidazole). Run in CO (methanol), C(C)O (ethanol), C(Cl)Cl (CH2Cl2). Reaction conditions: time 1.5 hour. Yields the product BrC1=NC2=C(N1[C@@H]1[C@@H](O)[C@@H](O)[C@@H](O1)CO)C=C(C(=C2)Cl)Cl (2-bromo-5,6-dichloro-1-beta-L-ribofuranosyl-1H-benzimidazole), solid. The yield is 75.5%. As a reaction SMILES: C(=O)([O-])[O-].[Na+].[Na+].[Br:7][C:8]1[N:12]([C@H:13]2[O:25][C@@H:24]([CH2:26][O:27]C(=O)C)[C@H:19]([O:20]C(=O)C)[C@@H:14]2[O:15]C(=O)C)[C:11]2[CH:31]=[C:32]([Cl:36])[C:33]([Cl:35])=[CH:34][C:10]=2[N:9]=1.O.C(O)(=O)C>C(Cl)Cl.C(O)C.CO>[Br:7][C:8]1[N:12]([C@H:13]2[O:25][C@@H:24]([CH2:26][OH:27])[C@H:19]([OH:20])[C@@H:14]2[OH:15])[C:11]2[CH:31]=[C:32]([Cl:36])[C:33]([Cl:35])=[CH:34][C:10]=2[N:9]=1 |f:0.1.2|. Reported procedure: Sodium carbonate (0.28 g, 2.65 mmol) and 2-bromo-5,6-dichloro-1-(2,3,5-tri-O- acetyl-beta-L-ribofuranosyl)-1H-benzimidazole (1.39 g, 2.65 mmol) were combined with water (4 mL), methanol (20 mL) and ethanol (20 mL) and stirred at rt for 1.5 h. Acetic acid (0.3 mL, 5.3 mmol) was added and the suspension was concentrated to a solid. Purification of the residue on a silica gel column (2.5×20 cm, 230-400 mesh) with 1:9 ethanol:CH2Cl2 gave 2-bromo-5,6-dichloro-1-beta-L-ribofuranosyl-1H-benzimidazole a... The reactants are CC=1SC(=C(N1)C)C=1C(=NC(=NC1)OC)OC (5-(2,4-dimethyl-1,3-thiazol-5-yl)-2,4-bis(methyloxy)pyrimidine), Cl (Hydrochloric acid). Run in CO (Methanol). The product is CC=1SC(=C(N1)C)C=1C(NC(NC1)=O)=O (5-(2,4-dimethyl-1,3-thiazol-5-yl)-2,4(1H,3H)-pyrimidinedione). The yield is 109.5%. As a reaction SMILES: [CH3:1][C:2]1[S:3][C:4]([C:8]2[C:9]([O:16]C)=[N:10][C:11]([O:14]C)=[N:12][CH:13]=2)=[C:5]([CH3:7])[N:6]=1.Cl>CO>[CH3:1][C:2]1[S:3][C:4]([C:8]2[C:9](=[O:16])[NH:10][C:11](=[O:14])[NH:12][CH:13]=2)=[C:5]([CH3:7])[N:6]=1. Procedure details: 5-(2,4-dimethyl-1,3-thiazol-5-yl)-2,4-bis(methyloxy)pyrimidine (521 mg, 2.073 mmol) was dissolved in Methanol (30 ml), then 1N Hydrochloric acid aqueous solution (16.59 ml, 16.59 mmol) was added and the mixture was refluxed for 3 hours. Solvents were then evaporated under reduced pressure, the residue was triturated with acetone and filtered providing the title compound (507 mg, 2.27 mmol) as a white solid. Reactants: acid, C1OC2(CC(C(CC2)C)(S(=O)(=O)C2=CC=CC=C2)CCCCCCCCCCO)OC1 (1,1-(ethylenedioxy)-3-(10-hydroxydecyl)-4-methyl-3-(phenylsulfonyl)-cyclohexane), saturated aqueous solution, C([O-])(O)=O.[Na+] (sodium bicarbonate). Run in C(Cl)(Cl)Cl (chloroform), CC(=O)C (acetone). Product: OCCCCCCCCCCC1=CC(CCC1C)=O (3-(10-hydroxydecyl)-4-methyl-2-cyclohexene-1-one). Isolated yield 75.0%. As a reaction SMILES: C1CO[C:3]2([CH2:8][CH2:7][CH:6]([CH3:9])[C:5]([CH2:19][CH2:20][CH2:21][CH2:22][CH2:23][CH2:24][CH2:25][CH2:26][CH2:27][CH2:28][OH:29])(S(C3C=CC=CC=3)(=O)=O)[CH2:4]2)[O:2]1.C(=O)(O)[O-].[Na+]>C(Cl)(Cl)Cl.CC(C)=O>[OH:29][CH2:28][CH2:27][CH2:26][CH2:25][CH2:24][CH2:23][CH2:22][CH2:21][CH2:20][CH2:19][C:5]1[CH:6]([CH3:9])[CH2:7][CH2:8][C:3](=[O:2])[CH:4]=1 |f:1.2|. Procedure: Paratoluenesulfonic acid (20 ml) was added to a solution of 235 mg of 1,1-(ethylenedioxy)-3-(10-hydroxydecyl)-4-methyl-3-(phenylsulfonyl)-cyclohexane in 20 ml of chloroform and 4 ml of acetone. The resulting mixture was reacted at 50° C. for 24 hours. To the reaction mixture were added 10 ml of a saturated aqueous solution of sodium bicarbonate, followed by extraction with dichloromethane. The organic layer was washed with saturated saline and dried over magnesium sulfate. The solvent was distil...